Dataset: the Open Reaction Database (ORD), a public repository of structured organic reaction records. Task: describe an organic reaction: reactants, conditions, products, and yield Reactants: S1C=NC=C1C1=CC=C(C=C1)CN(C[C@@H]([C@H](CC1=CC=CC=C1)NC([C@@H](NC(=O)OC)C(C)C)=O)O)N (1-[4-(thiazol-5-yl)-phenyl]-4(S)-hydroxy-2-amino-5(S)-N-(N-methoxycarbonyl-(L)-valyl)amino-6-phenyl-2-azahexane), CN1CCOCC1 (NMM), COC(=O)N[C@@H]([C@@H](C)CC)C(=O)O (N-methoxycarbonyl-(L)-iso-leucine), [B-](F)(F)(F)F.CN(C)C(=[N+](C)C)ON1C=CC=CC1=O (TPTU). Run in CN(C)C=O (DMF), CN(C)C=O (DMF). Reaction conditions: time 14 hour. The product is S1C=NC=C1C1=CC=C(C=C1)CN(C[C@@H]([C@H](CC1=CC=CC=C1)NC([C@@H](NC(=O)OC)C(C)C)=O)O)NC([C@@H](NC(=O)OC)[C@@H](C)CC)=O (1-[4-(Thiazol-5-yl)-phenyl]-4(S)-hydroxy-2-N-(N-methoxycarbonyl-(L)-iso-leucyl)amino-5(S)-N-(N-methoxycarbonyl-(L)-valyl)amino-6-phenyl-2-azahexane). As a reaction SMILES: [S:1]1[C:5]([C:6]2[CH:11]=[CH:10][C:9]([CH2:12][N:13]([NH2:37])[CH2:14][C@H:15]([OH:36])[C@@H:16]([NH:24][C:25](=[O:35])[C@H:26]([CH:32]([CH3:34])[CH3:33])[NH:27][C:28]([O:30][CH3:31])=[O:29])[CH2:17][C:18]3[CH:23]=[CH:22][CH:21]=[CH:20][CH:19]=3)=[CH:8][CH:7]=2)=[CH:4][N:3]=[CH:2]1.CN1CCOCC1.[CH3:45][O:46][C:47]([NH:49][C@H:50]([C:55](O)=[O:56])[C@H:51]([CH2:53][CH3:54])[CH3:52])=[O:48].[B-](F)(F)(F)F.CN(C(ON1C(=O)C=CC=C1)=[N+](C)C)C>CN(C=O)C>[S:1]1[C:5]([C:6]2[CH:7]=[CH:8][C:9]([CH2:12][N:13]([NH:37][C:55](=[O:56])[C@H:50]([C@H:51]([CH2:53][CH3:54])[CH3:52])[NH:49][C:47]([O:46][CH3:45])=[O:48])[CH2:14][C@H:15]([OH:36])[C@@H:16]([NH:24][C:25](=[O:35])[C@H:26]([CH:32]([CH3:34])[CH3:33])[NH:27][C:28]([O:30][CH3:31])=[O:29])[CH2:17][C:18]3[CH:23]=[CH:22][CH:21]=[CH:20][CH:19]=3)=[CH:10][CH:11]=2)=[CH:4][N:3]=[CH:2]1 |f:3.4|. Procedure: Under an argon atmosphere, 0.6 mmol of 1-[4-(thiazol-5-yl)-phenyl]-4(S)-hydroxy-2-amino-5(S)-N-(N-methoxycarbonyl-(L)-valyl)amino-6-phenyl-2-azahexane and 198 μl (1.8 mmol) of NMM in 5.8 ml of DMF are added to 136 mg (0.72 nmol) of N-methoxycarbonyl-(L)-iso-leucine and 179 mg (0.60 mmol) of TPTU in 3 ml of DMF and the mixture is stirred at room temperature for 14 hours and worked up analogously to Example 3, yielding the title compound: TLC: Rf=0.59 (methylene chloride/THF 3:1); HPLC20-100: tRet... The reactants are solid, BrC=1C=CC2=C(N(C=N2)C2=CC=C(C=C2)Cl)C1 (6-bromo-1-(4-chloro-phenyl)-1H-benzo[d]imidazole), BrC=1C=CC2=C(N(C=N2)C2=CC=C(C=C2)Cl)C1 (6-bromo-1-(4-chloro-phenyl)-1H-benzo[d]imidazole), FC1=CC=C(C=C1)N1N=CC=C1B(O)O (1-(4-fluoro-phenyl)-1H-pyrazol-5-ylboronic acid), FC1=CC=C(C=C1)N1N=CC=C1B(O)O (1-(4-fluoro-phenyl)-1H-pyrazol-5-ylboronic acid). The product is ClC1=CC=C(C=C1)N1C=NC2=C1C=C(C=C2)C=2N(N=CC2)C2=CC=C(C=C2)F (1-(4-Chloro-phenyl)-6-[2-(4-fluoro-phenyl)-2H-pyrazol-3-yl]-1H-benzoimidazole). RXN SMILES: Br[C:2]1[CH:3]=[CH:4][C:5]2[N:9]=[CH:8][N:7]([C:10]3[CH:15]=[CH:14][C:13]([Cl:16])=[CH:12][CH:11]=3)[C:6]=2[CH:17]=1.[F:18][C:19]1[CH:24]=[CH:23][C:22]([N:25]2[C:29](B(O)O)=[CH:28][CH:27]=[N:26]2)=[CH:21][CH:20]=1>>[Cl:16][C:13]1[CH:14]=[CH:15][C:10]([N:7]2[C:6]3[CH:17]=[C:2]([C:29]4[N:25]([C:22]5[CH:23]=[CH:24][C:19]([F:18])=[CH:20][CH:21]=5)[N:26]=[CH:27][CH:28]=4)[CH:3]=[CH:4][C:5]=3[N:9]=[CH:8]2)=[CH:11][CH:12]=1. Reported procedure: The title compound, off-white solid (44 mg, 35%), MS (ISP) m/z=389.4 [(M+H)+], mp 173° C., was prepared in accordance with the general method of example 1 from 6-bromo-1-(4-chloro-phenyl)-1H-benzo[d]imidazole (intermediate H) (100 mg, 325 μmol) and 1-(4-fluoro-phenyl)-1H-pyrazol-5-ylboronic acid (intermediate A) (80.3 mg, 390 μmol). Starting materials: CN(C)C(=O)Cl, CC#N, CO, CC1Cc2ccc(C3CCNCC3)cc2CN1c1cc(N2CCN(C)CC2)nc(N)n1, CCN(C(C)C)C(C)C, Cl, Cl, Cl, Cl. Yields the product CC1Cc2ccc(C3CCN(C(=O)N(C)C)CC3)cc2CN1c1cc(N2CCN(C)CC2)nc(N)n1. As a reaction SMILES: [CH3:45][N:46]([C:47](=[O:48])[Cl:49])[CH3:50].[CH3:51][C:52]#[N:53].[CH3:54][OH:55].[CH3:5][N:6]1[CH2:7][CH2:8][N:9]([c:12]2[n:13][c:14]([NH2:35])[n:15][c:16]([N:18]3[CH2:19][c:20]4[cH:21][c:22]([CH:29]5[CH2:30][CH2:31][NH:32][CH2:33][CH2:34]5)[cH:23][cH:24][c:25]4[CH2:26][CH:27]3[CH3:28])[cH:17]2)[CH2:10][CH2:11]1.[CH:36]([N:37]([CH2:38][CH3:39])[CH:40]([CH3:41])[CH3:42])([CH3:43])[CH3:44].[ClH:1].[ClH:2].[ClH:3].[ClH:4]>>[CH3:5][N:6]1[CH2:7][CH2:8][N:9]([c:12]2[n:13][c:14]([NH2:35])[n:15][c:16]([N:18]3[CH2:19][c:20]4[cH:21][c:22]([CH:29]5[CH2:30][CH2:31][N:32]([C:47]([N:46]([CH3:45])[CH3:50])=[O:48])[CH2:33][CH2:34]5)[cH:23][cH:24][c:25]4[CH2:26][CH:27]3[CH3:28])[cH:17]2)[CH2:10][CH2:11]1. Procedure details: A mixture of 4.00 g (24.0 mmol) of triethyl phosphite and 4.45 g (24.0 mmol) of ethyl bromofluoroacetate (purchased from PCR Inc. Gainesville, Fla.) was heated to 150° C. for 4 h under argon. The contents of the flask were cooled to RT and then distilled under vacuum (0.5 mm Hg) to provide 4.5 g (77%) of title compound as a colorless oil. The product is C(C)OP(=O)(OCC)C(C(=O)OCC)F ((Diethoxyphosphinyl)fluoroacetic acid, ethyl ester). RXN SMILES: [P:1]([O:8][CH2:9][CH3:10])([O:5]CC)[O:2][CH2:3][CH3:4].Br[CH:12]([F:18])[C:13]([O:15][CH2:16][CH3:17])=[O:14]>>[CH2:9]([O:8][P:1]([CH:12]([F:18])[C:13]([O:15][CH2:16][CH3:17])=[O:14])([O:2][CH2:3][CH3:4])=[O:5])[CH3:10]. The reactants are P(OCC)(OCC)OCC (triethyl phosphite), BrC(C(=O)OCC)F (ethyl bromofluoroacetate). Conditions: temperature 150 celsius. Yield: 77.4%. Reactants: ClCCCN1S(NC2=C(C1)C=CC=C2)(=O)=O (3-(3-chloropropyl)-3,4-dihydro-1H-2,1,3-benzothiadiazine 2,2-dioxide), COC1=CC=C(C=C1)B(O)O (p-methoxyphenylboronic acid). Product: ClCCCN1S(N(C2=C(C1)C=CC=C2)C2=CC=C(C=C2)OC)(=O)=O (3-(3-chloropropyl)-1-(4-methoxyphenyl)-3,4-dihydro-1H-2,1,3-benzothiadiazine 2,2-dioxide). As a reaction SMILES: [Cl:1][CH2:2][CH2:3][CH2:4][N:5]1[CH2:10][C:9]2[CH:11]=[CH:12][CH:13]=[CH:14][C:8]=2[NH:7][S:6]1(=[O:16])=[O:15].[CH3:17][O:18][C:19]1[CH:24]=[CH:23][C:22](B(O)O)=[CH:21][CH:20]=1>>[Cl:1][CH2:2][CH2:3][CH2:4][N:5]1[CH2:10][C:9]2[CH:11]=[CH:12][CH:13]=[CH:14][C:8]=2[N:7]([C:22]2[CH:23]=[CH:24][C:19]([O:18][CH3:17])=[CH:20][CH:21]=2)[S:6]1(=[O:16])=[O:15]. Reported procedure: In an analogous manner to Example 1 step 7, 3-(3-chloropropyl)-3,4-dihydro-1H-2,1,3-benzothiadiazine 2,2-dioxide (456 mg) was coupled to p-methoxyphenylboronic acid to provide 3-(3-chloropropyl)-1-(4-methoxyphenyl)-3,4-dihydro-1H-2,1,3-benzothiadiazine 2,2-dioxide (132 mg):